This data is from the Open Reaction Database (ORD), a public repository of structured organic reaction records. The task is: describe an organic reaction: reactants, conditions, products, and yield Starting materials: S(=O)(=O)([O-])[O-].[NH4+].[NH4+] (ammonium sulfate), C(C)(C)(C)OC(=O)N1C(=CC=2CN(CCC21)C(=O)OC(C)(C)C)C=O (1,5-bis(t-butoxycarbonyl)-2-formyl-4,5,6,7-tetrahydro-1H-pyrrolo[3,2-c]pyridine), Cl(=O)[O-].[Na+] (sodium chlorite), P(=O)(O)(O)[O-].[Na+] (sodium dihydrogenphosphate). Run in O (water), C(C)OCC (diethyl ether), C(C)(C)(C)O (t-butanol), CC(C)=CC (2-methyl-2-butene). Conditions: time 21 hour. Product: C(C)(C)(C)OC(=O)N1C(=CC=2CN(CCC21)C(=O)OC(C)(C)C)C(=O)O (1,5-bis(t-butoxycarbonyl)-4,5,6,7-tetrahydro-1H-pyrrolo[3,2-c]pyridine-2-carboxylic acid). Reaction SMILES: [C:1]([O:5][C:6]([N:8]1[C:16]2[CH2:15][CH2:14][N:13]([C:17]([O:19][C:20]([CH3:23])([CH3:22])[CH3:21])=[O:18])[CH2:12][C:11]=2[CH:10]=[C:9]1[CH:24]=[O:25])=[O:7])([CH3:4])([CH3:3])[CH3:2].Cl([O-])=[O:27].[Na+].P([O-])(O)(O)=O.[Na+].S([O-])([O-])(=O)=O.[NH4+].[NH4+]>C(O)(C)(C)C.CC(=CC)C.O.C(OCC)C>[C:1]([O:5][C:6]([N:8]1[C:16]2[CH2:15][CH2:14][N:13]([C:17]([O:19][C:20]([CH3:23])([CH3:22])[CH3:21])=[O:18])[CH2:12][C:11]=2[CH:10]=[C:9]1[C:24]([OH:27])=[O:25])=[O:7])([CH3:4])([CH3:2])[CH3:3] |f:1.2,3.4,5.6.7|. Procedure: To a solution of 1,5-bis(t-butoxycarbonyl)-2-formyl-4,5,6,7-tetrahydro-1H-pyrrolo[3,2-c]pyridine (44.0 mg) in t-butanol (2.0 ml), 2-methyl-2-butene (150 μl) and an aqueous solution (6.0 ml) of sodium chlorite (102 mg) and sodium dihydrogenphosphate (135 mg) were added at room temperature. After stirring for 21 hours, the reaction mixture was added with diethyl ether (10 ml) and water (10 ml), followed by the addition of ammonium sulfate until saturation. The resulting mixture was separated, foll... Reactants: CCOC(=O)c1cnc(-c2ncccn2)nc1Oc1ccccc1C, CCO, Cl. Yields the product Cc1ccccc1Oc1nc(-c2ncccn2)ncc1C(=O)O. As a reaction SMILES: [CH2:1]([CH3:2])[O:3][C:4](=[O:5])[c:6]1[c:7]([O:18][c:19]2[c:20]([CH3:25])[cH:21][cH:22][cH:23][cH:24]2)[n:8][c:9](-[c:12]2[n:13][cH:14][cH:15][cH:16][n:17]2)[n:10][cH:11]1.[CH3:27][CH2:28][OH:29].[ClH:26]>>[O:3]=[C:4]([OH:5])[c:6]1[c:7]([O:18][c:19]2[c:20]([CH3:25])[cH:21][cH:22][cH:23][cH:24]2)[n:8][c:9](-[c:12]2[n:13][cH:14][cH:15][cH:16][n:17]2)[n:10][cH:11]1. Starting materials: C([O-])([O-])=O.[Na+].[Na+] (sodium carbonate), FC1=C(C=CC=C1)B(O)O (2-fluorophenylboronic acid), BrC1=CC(=C(C(=O)OC(C)(C)C)C=C1)NC(=O)C=1C=NC=C(C1)C1=CC=CC=C1 (tert-butyl 4-bromo-2-(5-phenylpyridine-3-carboxamido)benzoate), aqueous solution, C(CC(O)(C(=O)O)CC(=O)O)(=O)O (citric acid). Reagents/catalysts: C=1C=CC(=CC1)[P](C=2C=CC=CC2)(C=3C=CC=CC3)[Pd]([P](C=4C=CC=CC4)(C=5C=CC=CC5)C=6C=CC=CC6)([P](C=7C=CC=CC7)(C=8C=CC=CC8)C=9C=CC=CC9)[P](C=1C=CC=CC1)(C=1C=CC=CC1)C=1C=CC=CC1 (tetrakis(triphenylphosphine)palladium(0)). Solvent: C1(=CC=CC=C1)C (toluene), O (water), C(C)O (Ethanol), C(C)(=O)OCC (ethyl acetate). Product: FC1=C(C=CC=C1)C1=CC(=C(C(=O)OC(C)(C)C)C=C1)NC(=O)C=1C=NC=C(C1)C1=CC=CC=C1 (tert-butyl 4-(2-fluorophenyl)-2-(5-phenylpyridine-3-carboxamido)benzoate). RXN SMILES: C(=O)([O-])[O-].[Na+].[Na+].[F:7][C:8]1[CH:13]=[CH:12][CH:11]=[CH:10][C:9]=1B(O)O.Br[C:18]1[CH:30]=[CH:29][C:21]([C:22]([O:24][C:25]([CH3:28])([CH3:27])[CH3:26])=[O:23])=[C:20]([NH:31][C:32]([C:34]2[CH:35]=[N:36][CH:37]=[C:38]([C:40]3[CH:45]=[CH:44][CH:43]=[CH:42][CH:41]=3)[CH:39]=2)=[O:33])[CH:19]=1.C(O)(=O)CC(CC(O)=O)(C(O)=O)O>C1C=CC([P]([Pd]([P](C2C=CC=CC=2)(C2C=CC=CC=2)C2C=CC=CC=2)([P](C2C=CC=CC=2)(C2C=CC=CC=2)C2C=CC=CC=2)[P](C2C=CC=CC=2)(C2C=CC=CC=2)C2C=CC=CC=2)(C2C=CC=CC=2)C2C=CC=CC=2)=CC=1.C(OCC)(=O)C.C1(C)C=CC=CC=1.O.C(O)C>[F:7][C:8]1[CH:13]=[CH:12][CH:11]=[CH:10][C:9]=1[C:18]1[CH:30]=[CH:29][C:21]([C:22]([O:24][C:25]([CH3:27])([CH3:26])[CH3:28])=[O:23])=[C:20]([NH:31][C:32]([C:34]2[CH:35]=[N:36][CH:37]=[C:38]([C:40]3[CH:45]=[CH:44][CH:43]=[CH:42][CH:41]=3)[CH:39]=2)=[O:33])[CH:19]=1 |f:0.1.2,^1:62,64,83,102|. Reported procedure: Ethanol (0.62 mL), water (0.31 mL), sodium carbonate (70 mg), 2-fluorophenylboronic acid (37 mg), and tetrakis(triphenylphosphine)palladium(0) (13 mg) were added to a toluene (2.1 mL) suspension of tert-butyl 4-bromo-2-(5-phenylpyridine-3-carboxamido)benzoate (0.10 g), followed by heating to reflux under a nitrogen atmosphere for 2 hours and 30 minutes. The reaction mixture was cooled to room temperature, and then a 10% aqueous solution of citric acid and ethyl acetate were added thereto. The or... Reactants: COCCOCCl, CN(C)C=O, [Cl-], [H-], [Na+], [Na+], Oc1ccc2ncsc2c1. Yields the product COCCOCOc1ccc2ncsc2c1. RXN SMILES: [CH3:13][O:14][CH2:15][CH2:16][O:17][CH2:18][Cl:19].[CH3:22][N:23]([CH3:24])[CH:25]=[O:26].[Cl-:20].[H-:11].[Na+:12].[Na+:21].[OH:1][c:2]1[cH:3][c:4]2[c:5]([n:6][cH:7][s:8]2)[cH:9][cH:10]1>>[O:1]([c:2]1[cH:3][c:4]2[c:5]([n:6][cH:7][s:8]2)[cH:9][cH:10]1)[CH2:18][O:17][CH2:16][CH2:15][O:14][CH3:13]. The reactants are NC1=CC=C(C=C1)P(OC(C)C)(OC(C)C)=O (dipropan-2-yl (4-aminophenyl)phosphonate), [N+](=O)([O-])C=1C=C(C=CC1)P(OC(C)C)(OC(C)C)=O (dipropan-2-yl (3-nitrophenyl)phosphonate). Product: NC=1C=C(C=CC1)P(OC(C)C)(OC(C)C)=O (Dipropan-2-yl (3-aminophenyl)phosphonate). Yield: 45.0%. Reaction SMILES: NC1C=CC(P(=O)(OC(C)C)OC(C)C)=CC=1.[N+:18]([C:21]1[CH:22]=[C:23]([P:27](=[O:36])([O:32][CH:33]([CH3:35])[CH3:34])[O:28][CH:29]([CH3:31])[CH3:30])[CH:24]=[CH:25][CH:26]=1)([O-])=O>>[NH2:18][C:21]1[CH:22]=[C:23]([P:27](=[O:36])([O:28][CH:29]([CH3:31])[CH3:30])[O:32][CH:33]([CH3:35])[CH3:34])[CH:24]=[CH:25][CH:26]=1. Reported procedure: Prepared according to the procedure described for dipropan-2-yl (4-aminophenyl)phosphonate using dipropan-2-yl (3-nitrophenyl)phosphonate. Yield: 45%. 1H-NMR (DMSO-d6, 400 MHz): δ=1.15 (d, J=6.4 Hz, 6 H), 1.24 (d, J=6.4 Hz, 6 H), 4.45-4.50 (m, 2 H), 5.35 (s, br, 2 H), 6.70-6.77 (m, 2 H), 6.58 (d, J=8.0 Hz, 1 H), 7.10-7.25 (m, 1 H). MS: m/z 257.97 [MH+]. Starting materials: COc1c(O)cccc1-c1nc2ncccc2[nH]1, CS(=O)(=O)O, [Cl-]. The product is COc1c(OS(C)(=O)=O)cccc1-c1nc2ncccc2[nH]1. RXN SMILES: [CH3:1][O:2][c:3]1[c:4](-[c:10]2[nH:11][c:12]3[c:13]([n:14][cH:15][cH:16][cH:17]3)[n:18]2)[cH:5][cH:6][cH:7][c:8]1[OH:9].[CH3:20][S:21](=[O:22])(=[O:23])[OH:24].[Cl-:19]>>[CH3:1][O:2][c:3]1[c:4](-[c:10]2[nH:11][c:12]3[c:13]([n:14][cH:15][cH:16][cH:17]3)[n:18]2)[cH:5][cH:6][cH:7][c:8]1[O:9][S:21]([CH3:20])(=[O:22])=[O:23].